Task: describe an organic reaction: reactants, conditions, products, and yield. Dataset: the Open Reaction Database (ORD), a public repository of structured organic reaction records Starting materials: Fc1ccc(F)cc1, Ic1cnc2c(c1)NCCN2, O=S(=O)(Cl)Cl, c1ccncc1. Reaction SMILES: [F:17][c:18]1[cH:19][cH:20][c:21]([F:24])[cH:22][cH:23]1.[I:1][c:2]1[cH:3][c:4]2[c:5]([n:10][cH:11]1)[NH:6][CH2:7][CH2:8][NH:9]2.[S:12](=[O:13])(=[O:14])([Cl:15])[Cl:16].[cH:25]1[cH:26][cH:27][n:28][cH:29][cH:30]1>>[I:1][c:2]1[cH:3][c:4]2[c:5]([n:10][cH:11]1)[NH:6][CH2:7][CH2:8][N:9]2[S:12](=[O:13])(=[O:14])[c:19]1[c:18]([F:17])[cH:23][cH:22][c:21]([F:24])[cH:20]1. Product: O=S(=O)(c1cc(F)ccc1F)N1CCNc2ncc(I)cc21.